From a dataset of the Open Reaction Database (ORD), a public repository of structured organic reaction records. describe an organic reaction: reactants, conditions, products, and yield Reactants: COC1=CC=C(CN2C(C(=C(C=C2)C)[N+](=O)[O-])=O)C=C1 (1-(4-methoxybenzyl)-4-methyl-3-nitro-2-pyridone). The reagents and catalysts are [Pd] (Pd/C). Run in C(C)O (ethanol). Run at time 5.5 hour. Yields the product NC=1C(N(C=CC1C)CC1=CC=C(C=C1)OC)=O (3-amino-1-(4-methoxybenzyl)-4-methyl-2-pyridone). Yield: 96.4%. Reaction SMILES: [CH3:1][O:2][C:3]1[CH:20]=[CH:19][C:6]([CH2:7][N:8]2[CH:13]=[CH:12][C:11]([CH3:14])=[C:10]([N+:15]([O-])=O)[C:9]2=[O:18])=[CH:5][CH:4]=1>C(O)C.[Pd]>[NH2:15][C:10]1[C:9](=[O:18])[N:8]([CH2:7][C:6]2[CH:5]=[CH:4][C:3]([O:2][CH3:1])=[CH:20][CH:19]=2)[CH:13]=[CH:12][C:11]=1[CH3:14]. Procedure: A mixture of 1-(4-methoxybenzyl)-4-methyl-3-nitro-2-pyridone (1.5 g, 5.5 mmol) and 10% Pd/C (0.15 g) in ethanol (150 mL) was hydrogenated at 40 psi in a Parr apparatus for 5.5 hours. The catalyst was removed by filtration, and the solvent was evaporated to give 3-amino-1-(4-methoxybenzyl)-4-methyl-2-pyridone (1.3 g, 5.3 mmol, 96%). Reactants: CCCCCCCCCCCCCCCCNc1csc(C(=O)O)c1, CN(C)P(=O)(N(C)C)N(C)C, OCC(O)CI, [Na+], [OH-], O. Product: CCCCCCCCCCCCCCCCNc1csc(C(=O)OCC(O)CO)c1. RXN SMILES: [CH2:1]([CH2:2][CH2:3][CH2:4][CH2:5][CH2:6][CH2:7][CH2:8][CH2:9][CH2:10][CH2:11][CH2:12][CH2:13][CH2:14][CH2:15][CH3:16])[NH:17][c:18]1[cH:19][c:20]([C:23](=[O:24])[OH:25])[s:21][cH:22]1.[CH3:34][N:35]([P:36]([N:37]([CH3:38])[CH3:39])([N:40]([CH3:41])[CH3:42])=[O:43])[CH3:44].[I:28][CH2:29][CH:30]([CH2:31][OH:32])[OH:33].[Na+:27].[OH-:26].[OH2:45]>>[CH2:1]([CH2:2][CH2:3][CH2:4][CH2:5][CH2:6][CH2:7][CH2:8][CH2:9][CH2:10][CH2:11][CH2:12][CH2:13][CH2:14][CH2:15][CH3:16])[NH:17][c:18]1[cH:19][c:20]([C:23](=[O:24])[O:25][CH2:29][CH:30]([CH2:31][OH:32])[OH:33])[s:21][cH:22]1. Reactants: ClC1=NC=C(C(=C1)N)I (2-chloro-5-iodopyridin-4-amine), C=O (paraformaldehyde), CC(=O)O (AcOH), C=O (paraformaldehyde), C(C)(=O)O[BH-](OC(C)=O)OC(C)=O.[Na+] (sodium triacetoxyborohydride), C(C)(=O)O[BH-](OC(C)=O)OC(C)=O.[Na+] (sodium triacetoxyborohydride). Run in O (water), C(=O)(O)[O-].[Na+] (NaHCO3), C(Cl)Cl (CH2Cl2). Conditions: temperature 40 celsius, time 15 minute. The product is ClC1=NC=C(C(=C1)NCC)I (2-chloro-N-ethyl-5-iodopyridin-4-amine). Yield: 100.0%. Reaction SMILES: [Cl:1][C:2]1[CH:7]=[C:6]([NH2:8])[C:5]([I:9])=[CH:4][N:3]=1.C=O.[CH3:12][C:13](O)=O.C(O[BH-](OC(=O)C)OC(=O)C)(=O)C.[Na+]>O.C([O-])(O)=O.[Na+].C(Cl)Cl>[Cl:1][C:2]1[CH:7]=[C:6]([NH:8][CH2:12][CH3:13])[C:5]([I:9])=[CH:4][N:3]=1 |f:3.4,6.7|. Procedure details: A mixture of 2-chloro-5-iodopyridin-4-amine (262 mg, 1.03 mmol), excess paraformaldehyde (618 mg, 21 mmol) and AcOH (10.3 mL) was stirred at 40° C. for 15 minutes, followed by addition of excess sodium triacetoxyborohydride (4.8 g, 23 mmol). After stirring for 2.5 hours, further paraformaldehyde (236 mg, 7.86 mmol) and sodium triacetoxyborohydride (1.83 g, 8.63 mmol) were added. After 18 hours, the mixture was diluted with water and basified with NaHCO3. The mixture was extracted with EtOAc (3×3... Reactants: FC1=CC(=C(C[C@@H]2C[C@H](N(C2)C(=O)OC(C)(C)C)C(NC2=CC=C(C=C2)OC2=CC=C(C=C2)F)=O)C=C1)C ((2S,4R)-tert-butyl 4-(4-fluoro-2-methylbenzyl)-2-(4-(4-fluorophenoxy)phenylcarbamoyl)pyrrolidine-1-carboxylate), FC(C(=O)O)(F)F (trifluoroacetic acid). Run in C(Cl)Cl (methylene chloride). Conditions: time 1 hour. Product: FC(C(=O)O)(F)F.FC1=CC(=C(C[C@@H]2C[C@H](NC2)C(=O)NC2=CC=C(C=C2)OC2=CC=C(C=C2)F)C=C1)C ((2S,4R)-4-(4-fluoro-2-methylbenzyl)-N-(4-(4-fluorophenoxy)phenyl)pyrrolidine-2-carboxamide trifluoroacetic acid). The yield is 100.0%. As a reaction SMILES: [F:1][C:2]1[CH:37]=[CH:36][C:5]([CH2:6][C@H:7]2[CH2:11][N:10](C(OC(C)(C)C)=O)[C@H:9]([C:19](=[O:35])[NH:20][C:21]3[CH:26]=[CH:25][C:24]([O:27][C:28]4[CH:33]=[CH:32][C:31]([F:34])=[CH:30][CH:29]=4)=[CH:23][CH:22]=3)[CH2:8]2)=[C:4]([CH3:38])[CH:3]=1.[F:39][C:40]([F:45])([F:44])[C:41]([OH:43])=[O:42]>C(Cl)Cl>[F:39][C:40]([F:45])([F:44])[C:41]([OH:43])=[O:42].[F:1][C:2]1[CH:37]=[CH:36][C:5]([CH2:6][C@H:7]2[CH2:11][NH:10][C@H:9]([C:19]([NH:20][C:21]3[CH:26]=[CH:25][C:24]([O:27][C:28]4[CH:33]=[CH:32][C:31]([F:34])=[CH:30][CH:29]=4)=[CH:23][CH:22]=3)=[O:35])[CH2:8]2)=[C:4]([CH3:38])[CH:3]=1 |f:3.4|. Procedure: The (2S,4R)-tert-butyl 4-(4-fluoro-2-methylbenzyl)-2-(4-(4-fluorophenoxy)phenylcarbamoyl)pyrrolidine-1-carboxylate (826 mg, 1.59 mmol) was dissolved in methylene chloride (5 mL) and then trifluoroacetic acid (5 mL) was added to the solution. The mixture was stirred at ambient temperature for 1 hour, concentrated in vacuo and dried under high vacuum to give (2S,4R)-4-(4-fluoro-2-methylbenzyl)-N-(4-(4-fluorophenoxy)phenyl)pyrrolidine-2-carboxamide trifluoroacetic acid (826 mg, 1.54 mmol, 100%) as ...